From a dataset of the Open Reaction Database (ORD), a public repository of structured organic reaction records. describe an organic reaction: reactants, conditions, products, and yield Starting materials: [OH-].[K+] (KOH), C(C)OC(C(=O)NC1=CC=CC=C1)=O (N-phenyloxalamic acid ethyl ester). Solvent: O (water), CO (MeOH), O (water). Conditions: time 18 hour. The product is C1(=CC=CC=C1)NC(C(=O)O)=O (N-phenyloxalamic acid). Yield: 76.7%. Reaction SMILES: [OH-].[K+].C([O:5][C:6](=[O:16])[C:7]([NH:9][C:10]1[CH:15]=[CH:14][CH:13]=[CH:12][CH:11]=1)=[O:8])C>O.CO>[C:10]1([NH:9][C:7](=[O:8])[C:6]([OH:16])=[O:5])[CH:11]=[CH:12][CH:13]=[CH:14][CH:15]=1 |f:0.1|. Procedure details: A solution of KOH (1.68 g, 30 mmol) in water (25 mL) and MeOH (25 mL) was added to Intermediate 1 (5.8 g, 30 mmol), and the resulting mixture was stirred for 18 hours at room temperature. The reaction was diluted with water, then extracted with EtOAc. The aqueous layer was cooled in an ice bath, acidified with 1N HCl, extracted with EtOAc, dried (Na2SO4), and concentrated in vacuo to provide 3.8 g (77%) of a colorless solid. 1H NMR (DMSO-d6) δ: 7.1–7.8 (m, 6H), 10.5 (s, 1H); MS ES+m/e 166.0 (p+1... Reactants: COC1=CC=C(C=C1)C1=CC(=NN1C1=CC=CC=C1)CCC=O (3-(5-(4-methoxyphenyl)-1-phenyl-1H-pyrazol-3-yl)propanal), [BH-](OC(=O)C)(OC(=O)C)OC(=O)C.[Na+] (NaBH(OAc)3), C1(=CC=CC=C1)N1CCNCC1 (1-phenylpiperazine), CCN(C(C)C)C(C)C (DIPEA). Yields the product COC1=CC=C(C=C1)C1=CC(=NN1C1=CC=CC=C1)CCCN1CCN(CC1)C1=CC=CC=C1 (1-(3-(5-(4-methoxyphenyl)-1-phenyl-1H-pyrazol-3-yl)propyl)-4-phenylpiperazine). As a reaction SMILES: [CH3:1][O:2][C:3]1[CH:8]=[CH:7][C:6]([C:9]2[N:13]([C:14]3[CH:19]=[CH:18][CH:17]=[CH:16][CH:15]=3)[N:12]=[C:11]([CH2:20][CH2:21][CH:22]=O)[CH:10]=2)=[CH:5][CH:4]=1.[C:24]1([N:30]2[CH2:35][CH2:34][NH:33][CH2:32][CH2:31]2)[CH:29]=[CH:28][CH:27]=[CH:26][CH:25]=1.CCN(C(C)C)C(C)C.[BH-](OC(C)=O)(OC(C)=O)OC(C)=O.[Na+]>>[CH3:1][O:2][C:3]1[CH:8]=[CH:7][C:6]([C:9]2[N:13]([C:14]3[CH:15]=[CH:16][CH:17]=[CH:18][CH:19]=3)[N:12]=[C:11]([CH2:20][CH2:21][CH2:22][N:33]3[CH2:34][CH2:35][N:30]([C:24]4[CH:29]=[CH:28][CH:27]=[CH:26][CH:25]=4)[CH2:31][CH2:32]3)[CH:10]=2)=[CH:5][CH:4]=1 |f:3.4|. Procedure: 88 mg (69%) of target compound was obtained by using a method same as in Example 1 by using 3-(5-(4-methoxyphenyl)-1-phenyl-1H-pyrazol-3-yl)propanal (80 mg, 0.261 mmol), 1-phenylpiperazine (0.039 mL, 0.261 mmol), DIPEA (0.068 mL, 0.392 mmol) and NaBH(OAc)3 (166 mg, 0.783 mmol).